From a dataset of the Open Reaction Database (ORD), a public repository of structured organic reaction records. describe an organic reaction: reactants, conditions, products, and yield Reactants: [OH-].[K+] (potassium hydroxide), ice water, OC1=CC=C(C=C1)C(C)=O (p-hydroxyacetophenone), FC(COS(=O)(=O)C1=CC=C(C=C1)C)CCCCCC (2-fluorooctyl-p-toluenesulfonate). Run in C(CCC)O (butanol), C(CCC)O (butanol). The product is FC(COC1=CC=C(C=C1)C(C)=O)CCCCCC (p-(2-fluorooctyloxy)acetophenone). Isolated yield 42.0%. As a reaction SMILES: [OH:1][C:2]1[CH:7]=[CH:6][C:5]([C:8](=[O:10])[CH3:9])=[CH:4][CH:3]=1.[F:11][CH:12]([CH2:25][CH2:26][CH2:27][CH2:28][CH2:29][CH3:30])[CH2:13]OS(C1C=CC(C)=CC=1)(=O)=O.[OH-].[K+]>C(O)CCC>[F:11][CH:12]([CH2:25][CH2:26][CH2:27][CH2:28][CH2:29][CH3:30])[CH2:13][O:1][C:2]1[CH:7]=[CH:6][C:5]([C:8](=[O:10])[CH3:9])=[CH:4][CH:3]=1 |f:2.3|. Procedure details: Then, 6.3 g of p-hydroxyacetophenone and 12.7 g of 2-fluorooctyl-p-toluenesulfonate were dissolved in ml of butanol. To the solution, a solution of 3.1 g of potassium hydroxide in 40 ml of butanol was added dropwise, followed by heat-refluxing for 6 hours. After the reaction, the reaction mixture was poured into 200 ml of ice water and extracted with isopropyl ether. The organic layer was washed with water and dried with anhydrous magnesium sulfate, followed by distilling-off of the solvent to p... Starting materials: BrC1=CC(=C(C(=O)OC(C)(C)C)C=C1)NC1=CC=C(C=C1)F (tert-butyl 4-bromo-2-(4-fluoroanilino)benzoate), [N+](=O)([O-])C1=C(N)C=CC=C1 (2-nitroaniline), C([O-])([O-])=O.[Cs+].[Cs+] (cesium carbonate), C(CC(O)(C(=O)O)CC(=O)O)(=O)O (citric acid). Reagents/catalysts: C=1C=CC(=CC1)/C=C/C(=O)/C=C/C2=CC=CC=C2.C=1C=CC(=CC1)/C=C/C(=O)/C=C/C2=CC=CC=C2.C=1C=CC(=CC1)/C=C/C(=O)/C=C/C2=CC=CC=C2.[Pd].[Pd] (Tris(dibenzylideneacetone)dipalladium(0)), C(C)(=O)[O-].[Pd+2].C(C)(=O)[O-] (palladium acetate), C1(CCCCC1)P(C1=C(C=CC=C1)C1=C(C=C(C=C1C(C)C)C(C)C)C(C)C)C1CCCCC1 (2-dicyclohexylphosphino-2′,4′,6′-triisopropylbiphenyl), C=1C=CC(=CC1)/C=C/C(=O)/C=C/C2=CC=CC=C2.C=1C=CC(=CC1)/C=C/C(=O)/C=C/C2=CC=CC=C2.C=1C=CC(=CC1)/C=C/C(=O)/C=C/C2=CC=CC=C2.[Pd].[Pd] (tris(dibenzylideneacetone)dipalladium(0)), C(C)(=O)[O-].[Pd+2].C(C)(=O)[O-] (palladium acetate), C1(CCCCC1)P(C1=C(C=CC=C1)C1=C(C=C(C=C1C(C)C)C(C)C)C(C)C)C1CCCCC1 (2-dicyclohexylphosphino-2′,4′,6′-triisopropylbiphenyl), C=1C=CC(=CC1)/C=C/C(=O)/C=C/C2=CC=CC=C2.C=1C=CC(=CC1)/C=C/C(=O)/C=C/C2=CC=CC=C2.C=1C=CC(=CC1)/C=C/C(=O)/C=C/C2=CC=CC=C2.[Pd].[Pd] (Tris(dibenzylideneacetone)dipalladium(0)), C(C)(=O)[O-].[Pd+2].C(C)(=O)[O-] (palladium acetate), C1(CCCCC1)P(C1=C(C=CC=C1)C1=C(C=C(C=C1C(C)C)C(C)C)C(C)C)C1CCCCC1 (2-dicyclohexylphosphino-2′,4′,6′-triisopropylbiphenyl). Solvent: C1(=CC=CC=C1)C (toluene), C(C)(=O)OCC (ethyl acetate), C1(=CC=CC=C1)C (toluene). Product: FC1=CC=C(NC2=C(C(=O)OC(C)(C)C)C=CC(=C2)NC2=C(C=CC=C2)[N+](=O)[O-])C=C1 (tert-butyl 2-(4-fluoroanilino)-4-(2-nitroanilino)benzoate). Isolated yield 100.9%. RXN SMILES: Br[C:2]1[CH:14]=[CH:13][C:5]([C:6]([O:8][C:9]([CH3:12])([CH3:11])[CH3:10])=[O:7])=[C:4]([NH:15][C:16]2[CH:21]=[CH:20][C:19]([F:22])=[CH:18][CH:17]=2)[CH:3]=1.[N+:23]([C:26]1[CH:32]=[CH:31][CH:30]=[CH:29][C:27]=1[NH2:28])([O-:25])=[O:24].C(=O)([O-])[O-].[Cs+].[Cs+].C(O)(=O)CC(CC(O)=O)(C(O)=O)O>C1C=CC(/C=C/C(/C=C/C2C=CC=CC=2)=O)=CC=1.C1C=CC(/C=C/C(/C=C/C2C=CC=CC=2)=O)=CC=1.C1C=CC(/C=C/C(/C=C/C2C=CC=CC=2)=O)=CC=1.[Pd].[Pd].C([O-])(=O)C.[Pd+2].C([O-])(=O)C.C1(P(C2CCCCC2)C2C=CC=CC=2C2C(C(C)C)=CC(C(C)C)=CC=2C(C)C)CCCCC1.C(OCC)(=O)C.C1(C)C=CC=CC=1>[F:22][C:19]1[CH:20]=[CH:21][C:16]([NH:15][C:4]2[CH:3]=[C:2]([NH:28][C:27]3[CH:29]=[CH:30][CH:31]=[CH:32][C:26]=3[N+:23]([O-:25])=[O:24])[CH:14]=[CH:13][C:5]=2[C:6]([O:8][C:9]([CH3:12])([CH3:11])[CH3:10])=[O:7])=[CH:17][CH:18]=1 |f:2.3.4,6.7.8.9.10,11.12.13|. Procedure: To toluene 3.0 mL solution of tert-butyl 4-bromo-2-(4-fluoroanilino)benzoate 0.30 g were added 2-nitroaniline 0.17 g, cesium carbonate 0.53 g, tris(dibenzylideneacetone)dipalladium(0) 8.0 mg, palladium acetate 4.0 mg and 2-dicyclohexylphosphino-2′,4′,6′-triisopropylbiphenyl 20 mg at room temperature, and it was heated and refluxed under nitrogen atmosphere for 2 hours. Tris(dibenzylideneacetone)dipalladium(0) 8.0 mg, palladium acetate 4.0 mg and 2-dicyclohexylphosphino-2′,4′,6′-triisopropylbiphe... Starting materials: C[C@@H]1NC(C2=C(NC1)C=C(C=C2)B2OC(C(O2)(C)C)(C)C)=O ((S)-3-methyl-8-(4,4,5,5-tetra methyl-1,3,2-dioxaborolan-2-yl)-3,4-dihydro-1H-benzo[e][1,4]diazepin-5(2H)-one), NC1=C(C=C(C=N1)C1=CC=C(C=C1)S(=O)(=O)NC1CC1)Br (4-(6-amino-5-bromopyridin-3-yl)-N-cyclopropylbenzenesulfonamide). Product: NC1=C(C=C(C=N1)C1=CC=C(C=C1)S(=O)(=O)NC1CC1)C=1C=CC2=C(NC[C@@H](NC2=O)C)C1 ((S)-4-(6-amino-5-(3-methyl-5-oxo-2,3,4,5-tetrahydro-1H-benzo[e][1,4]diazepin-8-yl)pyridin-3-yl)-N-cyclopropylbenzenesulfonamide). Isolated yield 33.0%. RXN SMILES: [CH3:1][C@H:2]1[CH2:8][NH:7][C:6]2[CH:9]=[C:10](B3OC(C)(C)C(C)(C)O3)[CH:11]=[CH:12][C:5]=2[C:4](=[O:22])[NH:3]1.[NH2:23][C:24]1[N:29]=[CH:28][C:27]([C:30]2[CH:35]=[CH:34][C:33]([S:36]([NH:39][CH:40]3[CH2:42][CH2:41]3)(=[O:38])=[O:37])=[CH:32][CH:31]=2)=[CH:26][C:25]=1Br>>[NH2:23][C:24]1[N:29]=[CH:28][C:27]([C:30]2[CH:31]=[CH:32][C:33]([S:36]([NH:39][CH:40]3[CH2:42][CH2:41]3)(=[O:37])=[O:38])=[CH:34][CH:35]=2)=[CH:26][C:25]=1[C:10]1[CH:11]=[CH:12][C:5]2[C:4](=[O:22])[NH:3][C@@H:2]([CH3:1])[CH2:8][NH:7][C:6]=2[CH:9]=1. Procedure: General method C was applied to (S)-3-methyl-8-(4,4,5,5-tetra methyl-1,3,2-dioxaborolan-2-yl)-3,4-dihydro-1H-benzo[e][1,4]diazepin-5(2H)-one (303 mg, 0.7 mmol) and 4-(6-amino-5-bromopyridin-3-yl)-N-cyclopropylbenzenesulfonamide to give (S)-4-(6-amino-5-(3-methyl-5-oxo-2,3,4,5-tetrahydro-1H-benzo[e][1,4]diazepin-8-yl)pyridin-3-yl)-N-cyclopropylbenzenesulfonamide as a yellow solid (180 mg, 33% yield) after purification by reverse phase preparatory HPLC. MS (EI) m/z=464.6 [M+1]+. As a reaction SMILES: [CH3:1][O:2][C:3](=[O:22])[CH2:4][C:5]1[CH:6]=[C:7]([C:12]2[CH:17]=[C:16]([O:18][CH3:19])[CH:15]=[CH:14][C:13]=2[CH:20]=O)[CH:8]=[C:9]([Cl:11])[CH:10]=1.[CH2:23]([NH2:25])[CH3:24]>>[CH3:1][O:2][C:3](=[O:22])[CH2:4][C:5]1[CH:6]=[C:7]([C:12]2[CH:17]=[C:16]([O:18][CH3:19])[CH:15]=[CH:14][C:13]=2[CH2:20][NH:25][CH2:23][CH3:24])[CH:8]=[C:9]([Cl:11])[CH:10]=1. Reported procedure: Prepared according to the procedure described in Example 33, Step 4, using the following starting materials: (5-chloro-2′-formyl-5′-methoxy biphenyl-3-yl)-acetic acid methyl ester and ethylamine (2M in THF). Yields the product COC(CC=1C=C(C=C(C1)Cl)C1=C(C=CC(=C1)OC)CNCC)=O ((5-Chloro-2′-ethylaminomethyl-5′-methoxy-biphenyl-3-yl)-acetic acid methyl ester). Reactants: COC(CC=1C=C(C=C(C1)Cl)C1=C(C=CC(=C1)OC)C=O)=O ((5-chloro-2′-formyl-5′-methoxy biphenyl-3-yl)-acetic acid methyl ester), C(C)N (ethylamine). The reactants are BrC1=CC=C2OC=3C(=CC(=CC3[C@]3(C2=C1)N=C(OCC3)N)OC)F ((S)-7′-bromo-4′-fluoro-2′-methoxy-5,6-dihydrospiro[[1,3]oxazine-4,9′-xanthen]-2-amine), N1=CC(=CC=C1)B(O)O (pyridin-3-ylboronic acid), O1CC(=CCC1)B1OC(C(O1)(C)C)(C)C (2-(5,6-dihydro-2H-pyran-3-yl)-4,4,5,5-tetramethyl-1,3,2-dioxaborolane). Product: O1CC(=CCC1)C1=CC=2[C@]3(C4=CC(=CC=C4OC2C(=C1)F)C=1C=NC=CC1)N=C(OCC3)N ((S)-2′-(5,6-dihydro-2H-pyran-3-yl)-4′-fluoro-7′-(pyridin-3-yl)-5,6-dihydrospiro[[1,3]oxazine-4,9′-xanthen]-2-amine). RXN SMILES: Br[C:2]1[CH:15]=[C:14]2[C:5]([O:6][C:7]3[C:8]([F:24])=[CH:9][C:10](OC)=[CH:11][C:12]=3[C@@:13]32[CH2:20][CH2:19][O:18][C:17]([NH2:21])=[N:16]3)=[CH:4][CH:3]=1.[N:25]1[CH:30]=[CH:29][CH:28]=[C:27](B(O)O)[CH:26]=1.[O:34]1[CH2:39][CH2:38][CH:37]=[C:36](B2OC(C)(C)C(C)(C)O2)[CH2:35]1>>[O:34]1[CH2:39][CH2:38][CH:37]=[C:36]([C:10]2[CH:9]=[C:8]([F:24])[C:7]3[O:6][C:5]4[C:14](=[CH:15][C:2]([C:27]5[CH:26]=[N:25][CH:30]=[CH:29][CH:28]=5)=[CH:3][CH:4]=4)[C@@:13]4([CH2:20][CH2:19][O:18][C:17]([NH2:21])=[N:16]4)[C:12]=3[CH:11]=2)[CH2:35]1. Procedure: The title compound was synthesized by steps analogous to those described in method A7 above, but using intermediate 20B, pyridin-3-ylboronic acid and 2-(5,6-dihydro-2H-pyran-3-yl)-4,4,5,5-tetramethyl-1,3,2-dioxaborolane. Starting materials: BrC1=CC=C(C=C1)S(=O)(=O)OC[C@H]1COC=2C(=C3C=CC(=NC3=CC2)C)O1 ([(2R)-8-methyl-2,3-dihydro[1,4]dioxino[2,3-f]quinolin-2-yl]methyl 4-bromobenzenesulfonate), C[C@@H]1CN(CCN1)C1=NC2=CC=CC=C2C=C1 ((R)-2-(3-methyl-piperazin-1-yl)-quinoline). Solvent: CS(=O)C (dimethylsulfoxide), C([O-])(O)=O.[Na+] (sodium bicarbonate). Run at temperature 50 celsius. Yields the product CC1=NC2=CC=C3C(=C2C=C1)O[C@H](CO3)CN3[C@@H](CN(CC3)C3=NC1=CC=CC=C1C=C3)C ((2S)-8-methyl-2-{[(2R)-2-methyl-4-quinolin-2-ylpiperazin-1-yl]methyl}-2,3-dihydro[1,4]dioxino[2,3-f]quinoline). Isolated yield 47.3%. Reaction SMILES: BrC1C=CC(S(O[CH2:12][C@@H:13]2[O:27][C:17]3=[C:18]4[C:23](=[CH:24][CH:25]=[C:16]3[O:15][CH2:14]2)[N:22]=[C:21]([CH3:26])[CH:20]=[CH:19]4)(=O)=O)=CC=1.[CH3:28][C@H:29]1[NH:34][CH2:33][CH2:32][N:31]([C:35]2[CH:44]=[CH:43][C:42]3[C:37](=[CH:38][CH:39]=[CH:40][CH:41]=3)[N:36]=2)[CH2:30]1>CS(C)=O.C(=O)(O)[O-].[Na+]>[CH3:26][C:21]1[CH:20]=[CH:19][C:18]2[C:23](=[CH:24][CH:25]=[C:16]3[O:15][CH2:14][C@H:13]([CH2:12][N:34]4[CH2:33][CH2:32][N:31]([C:35]5[CH:44]=[CH:43][C:42]6[C:37](=[CH:38][CH:39]=[CH:40][CH:41]=6)[N:36]=5)[CH2:30][C@H:29]4[CH3:28])[O:27][C:17]3=2)[N:22]=1 |f:3.4|. Procedure details: A mixture of [(2R)-8-methyl-2,3-dihydro[1,4]dioxino[2,3-f]quinolin-2-yl]methyl 4-bromobenzenesulfonate (238 mg, 0.528 mmol) and (R)-2-(3-methyl-piperazin-1-yl)-quinoline (350 mg, 1.58 mmol) in anhydrous dimethylsulfoxide (6 mL) was heated at 50° C. overnight. The cooled reaction was diluted with saturated aqueous sodium bicarbonate (30 mL) and extracted with ethyl acetate (3×30 mL). The combined organic layers were washed with brine (50 mL), dried over anhydrous sodium sulfate, filtered, and con... Starting materials: CC=1N(C2=CC=C(C=C2C1CCC1=CC=CC=C1)O)CCC (2-methyl-3-(2-phenyl-ethyl)-1-propyl-1H-indole-5-ol), C(C)OC(C(C)(C)Br)=O (2-bromo-2-methyl-propanoic acid ethylester). Yields the product C(C)OC(C(C)(OC=1C=C2C(=C(N(C2=CC1)CCC)C)CCC1=CC=CC=C1)C)=O (2-Methyl-2-[2-methyl-3-(2-phenyl-ethyl)-1-propyl-1H-indole-5-yloxy]-propanoic acid ethylester). As a reaction SMILES: [CH3:1][C:2]1[N:3]([CH2:20][CH2:21][CH3:22])[C:4]2[C:9]([C:10]=1[CH2:11][CH2:12][C:13]1[CH:18]=[CH:17][CH:16]=[CH:15][CH:14]=1)=[CH:8][C:7]([OH:19])=[CH:6][CH:5]=2.[CH2:23]([O:25][C:26](=[O:31])[C:27](Br)([CH3:29])[CH3:28])[CH3:24]>>[CH2:23]([O:25][C:26](=[O:31])[C:27]([CH3:29])([O:19][C:7]1[CH:8]=[C:9]2[C:4](=[CH:5][CH:6]=1)[N:3]([CH2:20][CH2:21][CH3:22])[C:2]([CH3:1])=[C:10]2[CH2:11][CH2:12][C:13]1[CH:14]=[CH:15][CH:16]=[CH:17][CH:18]=1)[CH3:28])[CH3:24]. Reported procedure: The above compound was prepared from 2-methyl-3-(2-phenyl-ethyl)-1-propyl-1H-indole-5-ol and 2-bromo-2-methyl-propanoic acid ethylester using a procedure analogous to that of Example 10. Starting materials: CCCCCCCCCCCCCCCC(=O)Cl, CN(C)C=O, OCC1OC(n2cnc3c(O)ncnc32)C(O)C1O. Product: CCCCCCCCCCCCCCCC(=O)C1(n2cnc3c(O)ncnc32)OC(CO)C(O)C1O. Reaction SMILES: [C:20]([CH2:21][CH2:22][CH2:23][CH2:24][CH2:25][CH2:26][CH2:27][CH2:28][CH2:29][CH2:30][CH2:31][CH2:32][CH2:33][CH2:34][CH3:35])(=[O:36])[Cl:37].[CH3:38][N:39]([CH3:40])[CH:41]=[O:42].[OH:1][CH2:2][CH:3]1[O:4][CH:5]([n:10]2[cH:11][n:12][c:13]3[c:14]([OH:15])[n:16][cH:17][n:18][c:19]23)[CH:6]([OH:7])[CH:8]1[OH:9]>>[OH:1][CH2:2][CH:3]1[O:4][C:5]([n:10]2[cH:11][n:12][c:13]3[c:14]([OH:15])[n:16][cH:17][n:18][c:19]23)([C:20]([CH2:21][CH2:22][CH2:23][CH2:24][CH2:25][CH2:26][CH2:27][CH2:28][CH2:29][CH2:30][CH2:31][CH2:32][CH2:33][CH2:34][CH3:35])=[O:36])[CH:6]([OH:7])[CH:8]1[OH:9]. Reactants: COc1ccc(-c2ccc3c(N4CCOCC4C)nc(N4CCOCC4C)nc3n2)cc1CO, CCOC(C)=O, O=P(O)(O)O. Product: COc1ccc(-c2ccc3c(N4CCOCC4C)nc(N4CCOCC4C)nc3n2)cc1CO, O=P(O)(O)O. RXN SMILES: [CH3:1][CH:2]1[CH2:3][O:4][CH2:5][CH2:6][N:7]1[c:8]1[n:9][c:10]([N:28]2[CH:29]([CH3:34])[CH2:30][O:31][CH2:32][CH2:33]2)[c:11]2[c:12]([n:13]1)[n:14][c:15](-[c:18]1[cH:19][cH:20][c:21]([O:26][CH3:27])[c:22]([CH2:24][OH:25])[cH:23]1)[cH:16][cH:17]2.[CH3:40][CH2:41][O:42][C:43](=[O:44])[CH3:45].[P:35]([OH:36])([OH:37])([OH:38])=[O:39]>>[CH3:1][CH:2]1[CH2:3][O:4][CH2:5][CH2:6][N:7]1[c:8]1[n:9][c:10]([N:28]2[CH:29]([CH3:34])[CH2:30][O:31][CH2:32][CH2:33]2)[c:11]2[c:12]([n:13]1)[n:14][c:15](-[c:18]1[cH:19][cH:20][c:21]([O:26][CH3:27])[c:22]([CH2:24][OH:25])[cH:23]1)[cH:16][cH:17]2.[P:35](=[O:36])([OH:37])([OH:38])[OH:39]. Starting materials: [BH4-], C=O, CO, CC1(CCNc2ncc(Br)c(-c3cc4c(C(=O)NC5CC5)cccc4s3)n2)CCNCC1, ClCCl, Cl, Cl, [Na+]. The product is CN1CCC(C)(CCNc2ncc(Br)c(-c3cc4c(C(=O)NC5CC5)cccc4s3)n2)CC1, Cl, Cl. Reaction SMILES: [BH4-:40].[CH2:38]=[O:39].[CH3:42][OH:43].[CH:3]1([NH:6][C:7](=[O:8])[c:9]2[cH:10][cH:11][cH:12][c:13]3[s:14][c:15](-[c:18]4[n:19][c:20]([NH:25][CH2:26][CH2:27][C:28]5([CH3:34])[CH2:29][CH2:30][NH:31][CH2:32][CH2:33]5)[n:21][cH:22][c:23]4[Br:24])[cH:16][c:17]23)[CH2:4][CH2:5]1.[Cl:35][CH2:36][Cl:37].[ClH:1].[ClH:2].[Na+:41]>>[CH:3]1([NH:6][C:7](=[O:8])[c:9]2[cH:10][cH:11][cH:12][c:13]3[s:14][c:15](-[c:18]4[n:19][c:20]([NH:25][CH2:26][CH2:27][C:28]5([CH3:34])[CH2:29][CH2:30][N:31]([CH3:36])[CH2:32][CH2:33]5)[n:21][cH:22][c:23]4[Br:24])[cH:16][c:17]23)[CH2:4][CH2:5]1.[ClH:1].[ClH:35].